Dataset: the Open Reaction Database (ORD), a public repository of structured organic reaction records. Task: describe an organic reaction: reactants, conditions, products, and yield Reactants: ClC=1C(=NC=CC1)C(=O)O (3-Chloropicolinic acid), B(F)(F)F (boron trifluoride), C(C)O (ethanol). Procedure: 3-Chloropicolinic acid is esterified using boron trifluoride and ethanol by the procedure described in Example 1 to give ethyl 3-chloropicolinate. Product: ClC=1C(=NC=CC1)C(=O)OCC (ethyl 3-chloropicolinate). Reaction SMILES: [Cl:1][C:2]1[C:3]([C:8]([OH:10])=[O:9])=[N:4][CH:5]=[CH:6][CH:7]=1.B(F)(F)F.[CH2:15](O)[CH3:16]>>[Cl:1][C:2]1[C:3]([C:8]([O:10][CH2:15][CH3:16])=[O:9])=[N:4][CH:5]=[CH:6][CH:7]=1. Reactants: Cl[Mg]C(C)C (Chloro-isopropyl-magnesium), BrC=1SC=C(N1)Br (2,4-dibromothiazole), FC1=NC=CC=C1C(=O)N(C)OC (2-fluoro-N-methoxy-N-methyl-pyridine-3-carboxamide). Solvent: CCOCC (ether), CCOCC (ether). Run at temperature 0 celsius, time 2 hour. Product: BrC=1N=C(SC1)C(=O)C=1C(=NC=CC1)F ((4-bromothiazol-2-yl)(2-fluoropyridin-3-yl)methanone). Yield: 30.7%. As a reaction SMILES: Br[C:2]1[S:3][CH:4]=[C:5]([Br:7])[N:6]=1.Cl[Mg]C(C)C.[F:13][C:14]1[C:19]([C:20](N(OC)C)=[O:21])=[CH:18][CH:17]=[CH:16][N:15]=1>CCOCC>[Br:7][C:5]1[N:6]=[C:2]([C:20]([C:19]2[C:14]([F:13])=[N:15][CH:16]=[CH:17][CH:18]=2)=[O:21])[S:3][CH:4]=1. Procedure: 2,4-dibromothiazole (3 g, 12.35 mmol) was dissolved in ether (100 mL) and cooled to 0° C. Chloro-isopropyl-magnesium (7.41 mL, 14.82 mmol, 2M in diethyl ether) was then added dropwise at 0° C. over approximtely 5 mins. During addition, a white precipitate formed. After complete addition, the mixture was stirred at 0° C. for 2 hours. A solution of 2-fluoro-N-methoxy-N-methyl-pyridine-3-carboxamide (2.389 g, 12.97 mmol) in ether (10 mL) was then added dropwise over 5 mins at 0° C. Left to warm to ...